From a dataset of the Open Reaction Database (ORD), a public repository of structured organic reaction records. describe an organic reaction: reactants, conditions, products, and yield Starting materials: OC1=CC=C(C=O)C=C1 (4-hydroxybenzaldehyde), C(C)(=O)O (acetic acid), N1CCCCC1 (piperidine), FC(C(=O)C)(F)F (1,1,1-trifluoroacetone), FC(C(=O)C)(F)F (1,1,1-trifluoroacetone). Run in O1CCCC1 (tetrahydrofuran), C(C)(=O)OCC (ethyl acetate). Run at time 2 hour. The product is FC(C(\C=C\C1=CC=C(C=C1)O)=O)(F)F ((E)-1,1,1-trifluoro-4-(4-hydroxyphenyl)-3-buten-2-one). Yield: 47.0%. As a reaction SMILES: [OH:1][C:2]1[CH:9]=[CH:8][C:5]([CH:6]=O)=[CH:4][CH:3]=1.C(O)(=O)C.N1CCCCC1.[F:20][C:21]([F:26])([F:25])[C:22]([CH3:24])=[O:23]>O1CCCC1.C(OCC)(=O)C>[F:20][C:21]([F:26])([F:25])[C:22](=[O:23])/[CH:24]=[CH:6]/[C:5]1[CH:8]=[CH:9][C:2]([OH:1])=[CH:3][CH:4]=1. Procedure details: A solution of 4-hydroxybenzaldehyde (5.0 g, 40.9 mmol) in tetrahydrofuran (165 ml) was treated with acetic acid (3.5 ml) and piperidine (3.5 ml). Then 1,1,1-trifluoroacetone (8 ml) was added dropwise. After 2 h at 22° C., another portion of 1,1,1-trifluoroacetone (8 ml) was added and the mixture was stirred for another 3 h. The reaction mixture was then diluted with ethyl acetate, washed with water, saturated ammonium chloride, saturated sodium bicarbonate, and brine. The organic phase was dried... Starting materials: O.NN (hydrazine hydrate), ClC1=NC=C(C=C1)S(N)(=O)=O (2-Chloro-5-sulfamoylpyridine), O.NN (hydrazine hydrate). Run in CO (methanol). Conditions: temperature 5 celsius, time 10 minute. Product: N(N)C1=NC=C(C=C1)S(N)(=O)=O (2-Hydrazino-5-Sulfamoylpyridine). Reaction SMILES: Cl[C:2]1[CH:7]=[CH:6][C:5]([S:8](=[O:11])(=[O:10])[NH2:9])=[CH:4][N:3]=1.O.[NH2:13][NH2:14]>CO>[NH:13]([C:2]1[CH:7]=[CH:6][C:5]([S:8](=[O:11])(=[O:10])[NH2:9])=[CH:4][N:3]=1)[NH2:14] |f:1.2|. Procedure details: 2-Chloro-5-sulfamoylpyridine (1.0 g, 0.005 mole) was added to methanol (20 ml) and the reaction mixture was cooled to 5° C. before adding hydrazine hydrate (0.50 ml, 0.52 g, 0.01 mole). After stirring for 10 minutes at 5° C., the mixture was refluxed for 45 minutes. Additional hydrazine hydrate (1.0 ml) was added and the mixture was refluxed for approximately 12 hours. The reaction mixture was concentrated in vacuo to an oil which was slurried with 40 ml of boiling ethanol. The ethanol layer was... The reactants are C(C)[C@@H]1C(N(C2=CC=C(C=C2N1C(C1=CC=C(C=C1)OC)=O)F)CC(C)C)=O ((3R)-3-Ethyl-6-fluoro-4-(4-methoxybenzoyl)-1-isobutyl-3,4-dihydroquinoxalin-2(1H)-one), C(C)[C@@H]1C(N(C2=CC(=CC=C2N1C(C1=CC=C(C=C1)O)=O)F)C)=O ((3R)-3-ethyl-7-fluoro-4-(4-hydroxybenzoyl)-1-methyl-3,4-dihydroquinoxalin-2(1H)-one). Procedure details: (3R)-3-Ethyl-6-fluoro-4-(4-methoxybenzoyl)-1-isobutyl-3,4-dihydroquinoxalin-2(1H)-one was treated according to the procedure for the preparation of (3R)-3-ethyl-7-fluoro-4-(4-hydroxybenzoyl)-1-methyl-3,4-dihydroquinoxalin-2(1H)-one (see Example 1) to yield (3R)-3-ethyl-6-fluoro-4-(4-hydroxybenzoyl)-1-isobutyl-3,4-dihydroquinoxalin-2(1H)-one (93%). [α]D25=−272° (c=0.010 G/ML, CHCl3); MS (ESI) m/z 371 ([M+H]+); MS (ESI) m/z 369 ([M−H]−); HRMS: calcd for C21H23FN2O3, 370.1693; found (ESI_FT), 371.1... Yields the product C(C)[C@@H]1C(N(C2=CC=C(C=C2N1C(C1=CC=C(C=C1)O)=O)F)CC(C)C)=O ((3R)-3-ethyl-6-fluoro-4-(4-hydroxybenzoyl)-1-isobutyl-3,4-dihydroquinoxalin-2(1H)-one). As a reaction SMILES: [CH2:1]([C@H:3]1[N:12]([C:13](=[O:22])[C:14]2[CH:19]=[CH:18][C:17]([O:20]C)=[CH:16][CH:15]=2)[C:11]2[C:6](=[CH:7][CH:8]=[C:9]([F:23])[CH:10]=2)[N:5]([CH2:24][CH:25]([CH3:27])[CH3:26])[C:4]1=[O:28])[CH3:2].C([C@H]1N(C(=O)C2C=CC(O)=CC=2)C2C(=CC(F)=CC=2)N(C)C1=O)C>>[CH2:1]([C@H:3]1[N:12]([C:13](=[O:22])[C:14]2[CH:19]=[CH:18][C:17]([OH:20])=[CH:16][CH:15]=2)[C:11]2[C:6](=[CH:7][CH:8]=[C:9]([F:23])[CH:10]=2)[N:5]([CH2:24][CH:25]([CH3:27])[CH3:26])[C:4]1=[O:28])[CH3:2]. The yield is 93.0%. The reactants are O=C([O-])[O-], Cl, Cl[Cu], O=N[O-], Nc1cccc2c1CCC2n1cccc(C(=O)Nc2ccncc2)c1=O, [Na+], [Na+], [Na+], O. The product is O=C(Nc1ccncc1)c1cccn(C2CCc3c(Cl)cccc32)c1=O. Reaction SMILES: [C:31](=[O:32])([O-:33])[O-:34].[ClH:37].[Cu:39][Cl:40].[N:27]([O-:28])=[O:29].[NH2:1][c:2]1[c:3]2[c:7]([cH:8][cH:9][cH:10]1)[CH:6]([n:11]1[c:12](=[O:26])[c:13]([C:17](=[O:18])[NH:19][c:20]3[cH:21][cH:22][n:23][cH:24][cH:25]3)[cH:14][cH:15][cH:16]1)[CH2:5][CH2:4]2.[Na+:30].[Na+:35].[Na+:36].[OH2:38]>>[c:2]1([Cl:37])[c:3]2[c:7]([cH:8][cH:9][cH:10]1)[CH:6]([n:11]1[c:12](=[O:26])[c:13]([C:17](=[O:18])[NH:19][c:20]3[cH:21][cH:22][n:23][cH:24][cH:25]3)[cH:14][cH:15][cH:16]1)[CH2:5][CH2:4]2.